Dataset: the Open Reaction Database (ORD), a public repository of structured organic reaction records. Task: describe an organic reaction: reactants, conditions, products, and yield Reactants: COC1=CC=C(C=C1)N1NC(C(C1=O)=O)C(=O)OCC (1-(4′-methoxyphenyl)-3-ethoxycarbonyl-4,5-pyrazolinedione), COC1=CC=C(C=C1)N1NC(C(C1=O)=O)C (1-(4′-methoxyphenyl)-3-methyl-4,5-pyrazolinedione), COC1=CC=C(C=C1)N1NC(C(C1=O)=O)N(CC)CC (1-(4′-methoxyphenyl)-3-diethylamino-4,5-pyrazolinedione), COC1=CC=C(C=C1)N1NC(C(C1=O)=O)C1=CC=C(C=C1)Cl (1-(4′-methoxyphenyl)-3-(4′-chlorophenyl)-4,5-pyrazolinedione), COC1=CC=C(C=C1)N1NC(C(C1=O)=O)C(=O)O (1-(4′-methoxyphenyl)-3-carboxy-4,5-pyrazolinedione), COC1=CC=C(C=C1)N1NC(C(C1=O)=O)C1=CC=C(C=C1)OC (1-(4′-methoxyphenyl)-3-(4′-methoxyphenyl)-4,5-pyrazolinedione), COC1=CC=C(C=C1)N1NC(C(C1=O)=O)C(=O)OC (1-(4′-methoxyphenyl)-3-methoxycarbonyl-4,5-pyrazolinedione), COC1=CC=C(C=C1)N1NC(C(C1=O)=O)OCC (1-(4′-methoxyphenyl)-3-ethoxy-4,5-pyrazolinedione), COC1=CC=C(C=C1)N1NC(C(C1=O)=O)NC(C)=O (1-(4′-methoxyphenyl)-3-acetamido4,5-pyrazolinedione), COC1=CC=C(C=C1)N1NC(C(C1=O)=O)N(C)C (1-(4′-methoxyphenyl)-3-dimethylamino-4,5-pyrazolinedione), COC1=CC=C(C=C1)N1NC(C(C1=O)=O)OC (1-(4′-methoxyphenyl)-3-methoxy-4,5-pyrazolinedione), COC1=CC=C(C=C1)N1NC(C(C1=O)=O)C1=CC(=CC=C1)OC (1-(4′-methoxyphenyl) -3-(3′-methoxyphenyl)-4,5-pyrazolinedione), COC1=CC=C(C=C1)N1NC(C(C1=O)=O)C1=CC=CC=C1 (1-(4′-methoxyphenyl)-3-phenyl-4,5-pyrazolinedione), COC1=CC=C(C=C1)N1NC(C(C1=O)=O)C1=CC(=CC=C1)[N+](=O)[O-] (1-(4′-methoxyphenyl)-3-(3′-nitrophenyl)-4,5-pyrazolinedione). Yields the product COC1=CC=C(C=C1)N1NCC(C1=O)=O (1-(4′-methoxyphenyl)-4,5-pyrazolinedione). As a reaction SMILES: [CH3:1][O:2][C:3]1[CH:8]=[CH:7][C:6]([N:9]2[C:13](=[O:14])[C:12](=[O:15])[CH:11](C)[NH:10]2)=[CH:5][CH:4]=1.COC1C=CC(N2C(=O)C(=O)C(C3C=CC=C(OC)C=3)N2)=CC=1.COC1C=CC(N2C(=O)C(=O)C(C3C=CC=CC=3)N2)=CC=1.COC1C=CC(N2C(=O)C(=O)C(C3C=CC(Cl)=CC=3)N2)=CC=1.COC1C=CC(N2C(=O)C(=O)C(C3C=CC(OC)=CC=3)N2)=CC=1.COC1C=CC(N2C(=O)C(=O)C(C3C=CC=C([N+]([O-])=O)C=3)N2)=CC=1.COC1C=CC(N2C(=O)C(=O)C(OC)N2)=CC=1.COC1C=CC(N2C(=O)C(=O)C(OCC)N2)=CC=1.COC1C=CC(N2C(=O)C(=O)C(N(C)C)N2)=CC=1.COC1C=CC(N2C(=O)C(=O)C(N(CC)CC)N2)=CC=1.COC1C=CC(N2C(=O)C(=O)C(NC(=O)C)N2)=CC=1.COC1C=CC(N2C(=O)C(=O)C(C(O)=O)N2)=CC=1.COC1C=CC(N2C(=O)C(=O)C(C(OC)=O)N2)=CC=1.COC1C=CC(N2C(=O)C(=O)C(C(OCC)=O)N2)=CC=1>>[CH3:1][O:2][C:3]1[CH:4]=[CH:5][C:6]([N:9]2[C:13](=[O:14])[C:12](=[O:15])[CH2:11][NH:10]2)=[CH:7][CH:8]=1. Procedure: 1-(4′-methoxyphenyl)-3-methyl-4,5-pyrazolinedione; 1-(4′-methoxyphenyl) -3-(3′-methoxyphenyl)-4,5-pyrazolinedione; 1-(4′-methoxyphenyl)-3-phenyl-4,5-pyrazolinedione; 1-(4′-methoxyphenyl)-3-(4′-chlorophenyl)-4,5-pyrazolinedione; 1-(4′-methoxyphenyl)-3-(4′-methoxyphenyl)-4,5-pyrazolinedione; 1-(4′-methoxyphenyl)-3-(3′-nitrophenyl)-4,5-pyrazolinedione; 1-(4′-methoxyphenyl)-3-methoxy-4,5-pyrazolinedione; 1-(4′-methoxyphenyl)-3-ethoxy-4,5-pyrazolinedione; 1-(4′-methoxyphenyl)-3-dimethylamino-4,5-pyra... Reactants: O=C([O-])[O-], CN(C)C=O, O=[N+]([O-])c1cc(F)ccc1O, CCCI, [K+], [K+], O. The product is CCCOc1ccc(F)cc1[N+](=O)[O-]. As a reaction SMILES: [C:6](=[O:7])([O-:8])[O-:9].[CH3:1][N:2]([CH3:3])[CH:4]=[O:5].[F:16][c:17]1[cH:18][c:19]([N+:24](=[O:25])[O-:26])[c:20]([OH:23])[cH:21][cH:22]1.[I:12][CH2:13][CH2:14][CH3:15].[K+:10].[K+:11].[OH2:27]>>[CH2:13]([CH2:14][CH3:15])[O:23][c:20]1[c:19]([N+:24](=[O:25])[O-:26])[cH:18][c:17]([F:16])[cH:22][cH:21]1. As a reaction SMILES: [CH2:18]1[O:19][CH2:20][CH2:21][CH2:22]1.[CH3:11][CH2:12][CH2:13][CH2:14][Li:15].[CH3:16][I:17].[NH:1]1[C:2](=[O:10])[CH2:3][c:4]2[cH:5][cH:6][cH:7][cH:8][c:9]21>>[NH:1]1[C:2](=[O:10])[CH:3]([CH3:11])[c:4]2[cH:5][cH:6][cH:7][cH:8][c:9]21. Product: CC1C(=O)Nc2ccccc21. Reactants: C1CCOC1, [Li]CCCC, CI, O=C1Cc2ccccc2N1. Starting materials: BrC=1C(=NN(C1C)C)C(F)(F)F (4-bromo-1,5-dimethyl-3-(trifluoromethyl)-1H-pyrazole), Cl (hydrochloric acid), C=C (ethylene), C(C)(C)(C)P(C1=CC=CC=C1)C(C)(C)C (di(tert-butyl)phenylphosphine), C1(CCCCC1)C(C1CCCCC1)N (dicyclohexylmethylamine). Reagents/catalysts: C(C)(=O)[O-].[Pd+2].C(C)(=O)[O-] (palladium acetate), [Br-].C(CCC)[N+](CCCC)(CCCC)CCCC (tetra-n-butylammonium bromide). Solvent: CC(=O)N(C)C (dimethylacetamide). Run at temperature 130 celsius, time 30 hour. Yields the product C(=C)C=1C(=NN(C1C)C)C(F)(F)F (4-ethenyl-1,5-dimethyl-3-(trifluoromethyl)-1H-pyrazole). The yield is 83.0%. RXN SMILES: Br[C:2]1[C:3]([C:9]([F:12])([F:11])[F:10])=[N:4][N:5]([CH3:8])[C:6]=1[CH3:7].[C:13](P(C(C)(C)C)C1C=CC=CC=1)(C)(C)[CH3:14].C1(C(N)C2CCCCC2)CCCCC1.C=C.Cl>[Br-].C([N+](CCCC)(CCCC)CCCC)CCC.C([O-])(=O)C.[Pd+2].C([O-])(=O)C.CC(N(C)C)=O>[CH:13]([C:2]1[C:3]([C:9]([F:12])([F:11])[F:10])=[N:4][N:5]([CH3:8])[C:6]=1[CH3:7])=[CH2:14] |f:5.6,7.8.9|. Procedure details: 10.0 g (41.2 mmol) of 4-bromo-1,5-dimethyl-3-(trifluoromethyl)-1H-pyrazole, 92.4 mg (0.41 mmol) of palladium acetate and 302 mg (0.82 mmol) of tetra-n-butylammonium bromide are weighed into the glass insert of an autoclave together with 366 mg (1.65 mmol) of di(tert-butyl)phenylphosphine, 8.84 g (45.3 mmol) of dicyclohexylmethylamine and dimethylacetamide (34.3 ml), and placed under a protective gas atmosphere. Subsequently, 30 bar of ethylene are injected at 20° C. and the reaction mixture is s... Reactants: FC=1C=C(C=CC1C1=CC(=C2C(=N1)NN=C2C)CN2C(CNCC2)C2=CC=CC=C2)O (3-Fluoro-4-[3-methyl-4-(2-phenyl-piperazin-1-ylmethyl)-1H-pyrazolo[3,4-b]pyridin-6-yl]-phenol), C(C1=CC=CC=C1)OC1=CC(=C(C=C1)C=1C=C(C2=C(N1)N(N=C2C)C2OCCCC2)C(=O)O)F (6-(4-benzyloxy-2-fluoro-phenyl)-3-methyl-1-(tetrahydro-pyran-2-yl)-1H-pyrazolo[3,4-b]pyridine-4-carboxylic acid), CC1(CNC(CO1)(C)C)C (2,2,5,5-tetramethyl-morpholine). Yields the product FC=1C=C(C=CC1C1=CC(=C2C(=N1)NN=C2C)CN2CC(OCC2(C)C)(C)C)O (3-Fluoro-4-[3-methyl-4-(2,2,5,5-tetramethyl-morpholin-4-ylmethyl)-1H-pyrazolo[3,4-b]pyridin-6-yl]-phenol). Reaction SMILES: FC1C=C(O)C=CC=1C1N=C2NN=C(C)C2=C(CN2CCNCC2C2C=CC=CC=2)C=1.C([O:39][C:40]1[CH:45]=[CH:44][C:43]([C:46]2[CH:47]=[C:48]([C:62](O)=O)[C:49]3[C:54]([CH3:55])=[N:53][N:52](C4CCCCO4)[C:50]=3[N:51]=2)=[C:42]([F:65])[CH:41]=1)C1C=CC=CC=1.[CH3:66][C:67]1([CH3:75])[O:72][CH2:71][C:70]([CH3:74])([CH3:73])[NH:69][CH2:68]1>>[F:65][C:42]1[CH:41]=[C:40]([OH:39])[CH:45]=[CH:44][C:43]=1[C:46]1[N:51]=[C:50]2[NH:52][N:53]=[C:54]([CH3:55])[C:49]2=[C:48]([CH2:62][N:69]2[C:70]([CH3:74])([CH3:73])[CH2:71][O:72][C:67]([CH3:75])([CH3:66])[CH2:68]2)[CH:47]=1. Procedure details: The title compound was prepared in analogy to Example 1 steps (d) to (g) starting from 6-(4-benzyloxy-2-fluoro-phenyl)-3-methyl-1-(tetrahydro-pyran-2-yl)-1H-pyrazolo[3,4-b]pyridine-4-carboxylic acid and 2,2,5,5-tetramethyl-morpholine, however, in the last step only the THP-protecting group on the pyrazole ring was removed. Starting materials: [Mn](=O)(=O)(=O)[O-].[K+] (potassium permanganate), diastereoisomeric mixture, FC1=C(C=CC=C1)C1=CC=C(C=C1)C(C)S(=O)CC(=O)O ([1-(2'-fluoro-4-biphenylyl)-ethylsulfinyl]-acetic acid), S(O)(O)(=O)=O (sulfuric acid), O (water). The solvent is CC(=O)C (acetone). Product: FC1=C(C=CC=C1)C1=CC=C(C=C1)C(C)S(=O)(=O)CC(=O)O ([1-(2'-Fluoro-4-biphenylyl)-ethylsulfonyl]-acetic acid). Reaction SMILES: [F:1][C:2]1[CH:7]=[CH:6][CH:5]=[CH:4][C:3]=1[C:8]1[CH:13]=[CH:12][C:11]([CH:14]([S:16]([CH2:18][C:19]([OH:21])=[O:20])=[O:17])[CH3:15])=[CH:10][CH:9]=1.S(=O)(=O)(O)[OH:23].O.[Mn]([O-])(=O)(=O)=O.[K+]>CC(C)=O>[F:1][C:2]1[CH:7]=[CH:6][CH:5]=[CH:4][C:3]=1[C:8]1[CH:13]=[CH:12][C:11]([CH:14]([S:16]([CH2:18][C:19]([OH:21])=[O:20])(=[O:23])=[O:17])[CH3:15])=[CH:10][CH:9]=1 |f:3.4|. Reported procedure: 170 gm (0.556 mol) of a diastereoisomeric mixture of [1-(2'-fluoro-4-biphenylyl)-ethylsulfinyl]-acetic acid were dissolved in 1.7 liters of acetone, and a solution of 19.9 gm (0.195 mol) of concentrated sulfuric acid inf 70 ml of water was added. While stirring, 67.2 gm (0.425 mol) of potassium permanganate were added in small portions, and the temperature was maintained at 20°-25° C. The mixture was stirred for 1 hour, the manganese dioxide was suction-filtered off, the filter cake was washed w... The reactants are Cl (HCl), ice, ClC1=CC=C(C=C1)C(CC(=O)OCC)C[N+](=O)[O-] (ethyl 3-(4-chlorophenyl)-4-nitrobutanoate). Reagents/catalysts: [Fe] (iron). Run in C(C)(=O)O (acetic acid). Yields the product ClC1=CC=C(C=C1)C1CC(NC1)=O (4-(4-chlorophenyl)-2-pyrrolidone). The yield is 51.3%. As a reaction SMILES: [Cl:1][C:2]1[CH:7]=[CH:6][C:5]([CH:8]([CH2:15][N+:16]([O-])=O)[CH2:9][C:10](OCC)=[O:11])=[CH:4][CH:3]=1.Cl>C(O)(=O)C.[Fe]>[Cl:1][C:2]1[CH:7]=[CH:6][C:5]([CH:8]2[CH2:15][NH:16][C:10](=[O:11])[CH2:9]2)=[CH:4][CH:3]=1. Procedure: The solution of ethyl 3-(4-chlorophenyl)-4-nitrobutanoate (2.33 g) in acetic acid (18 ml) was stirred vigorously while iron powder (5.7 g) was added. The suspension was stirred at reflux temperature for 1.5 h. The resulting thick slurry was pored into a mixture of conc. HCl (30 ml) and ice (30 g). The aqueous layer was extracted with dichloromethane (2×50 ml) and the combined organic layers washed with water and dried (sodium sulfate). After evaporation of the solvent the oily residue was distil...